Dataset: the Open Reaction Database (ORD), a public repository of structured organic reaction records. Task: describe an organic reaction: reactants, conditions, products, and yield Reaction SMILES: [CH2:22]([OH:23])[CH3:24].[ClH:20].[NH2:10][c:11]1[cH:12][c:13]2[c:17]([cH:18][cH:19]1)[CH2:16][CH2:15][CH2:14]2.[NH2:1][c:2]1[cH:3][c:4](=[O:9])[nH:5][c:6](=[S:8])[nH:7]1.[OH2:21]>>[NH:1]([c:2]1[cH:3][c:4](=[O:9])[nH:5][c:6](=[S:8])[nH:7]1)[c:11]1[cH:12][c:13]2[c:17]([cH:18][cH:19]1)[CH2:16][CH2:15][CH2:14]2. The product is O=c1cc(Nc2ccc3c(c2)CCC3)[nH]c(=S)[nH]1. Reactants: CCO, Cl, Nc1ccc2c(c1)CCC2, Nc1cc(=O)[nH]c(=S)[nH]1, O. The reactants are C[C@H]1N(C(O[C@H]1C1=CC=CC=C1)=O)C(C(C)C1=CC=C(C=C1)B1OC(C(O1)(C)C)(C)C)=O ((4R,5S)-4-methyl-5-phenyl-3-{2-[4-(4,4,5,5-tetramethyl-[1,3,2]dioxaborolan-2-yl)-phenyl]-propionyl}-oxazolidin-2-one), ClC1=C(C=CC=C1)[C@@H](C)OC(NC=1C(=NOC1C1=CC=C(C=C1)Br)C)=O ([5-(4-bromo-phenyl)-3-methyl-isoxazol-4-yl]-carbamic acid (R)-1-(2-chloro-phenyl)-ethyl ester). Yields the product ClC1=C(C=CC=C1)[C@@H](C)OC(NC=1C(=NOC1C1=CC=C(C=C1)C1=CC=C(C=C1)C(C(=O)N1C(O[C@H]([C@H]1C)C1=CC=CC=C1)=O)C)C)=O ((3-Methyl-5-{4′-[1-methyl-2-((4R,5S)-4-methyl-2-oxo-5-phenyl-oxazolidin-3-yl)-2-oxo-ethyl]-biphenyl-4-yl}-isoxazol-4-yl)-carbamic acid (R)-1-(2-chloro-phenyl)-ethyl ester). Reaction SMILES: [CH3:1][C@@H:2]1[C@H:6]([C:7]2[CH:12]=[CH:11][CH:10]=[CH:9][CH:8]=2)[O:5][C:4](=[O:13])[N:3]1[C:14](=[O:32])[CH:15]([C:17]1[CH:22]=[CH:21][C:20](B2OC(C)(C)C(C)(C)O2)=[CH:19][CH:18]=1)[CH3:16].[Cl:33][C:34]1[CH:39]=[CH:38][CH:37]=[CH:36][C:35]=1[C@H:40]([O:42][C:43](=[O:58])[NH:44][C:45]1[C:46]([CH3:57])=[N:47][O:48][C:49]=1[C:50]1[CH:55]=[CH:54][C:53](Br)=[CH:52][CH:51]=1)[CH3:41]>>[Cl:33][C:34]1[CH:39]=[CH:38][CH:37]=[CH:36][C:35]=1[C@H:40]([O:42][C:43](=[O:58])[NH:44][C:45]1[C:46]([CH3:57])=[N:47][O:48][C:49]=1[C:50]1[CH:55]=[CH:54][C:53]([C:20]2[CH:19]=[CH:18][C:17]([CH:15]([CH3:16])[C:14]([N:3]3[C@H:2]([CH3:1])[C@H:6]([C:7]4[CH:8]=[CH:9][CH:10]=[CH:11][CH:12]=4)[O:5][C:4]3=[O:13])=[O:32])=[CH:22][CH:21]=2)=[CH:52][CH:51]=1)[CH3:41]. Procedure details: Diastereomer B—Prepared as described in Example 36, Step 6 using (4R,5S)-4-methyl-5-phenyl-3-{2-[4-(4,4,5,5-tetramethyl-[1,3,2]dioxaborolan-2-yl)-phenyl]-propionyl}-oxazolidin-2-one (Diastereomer B) and [5-(4-bromo-phenyl)-3-methyl-isoxazol-4-yl]-carbamic acid (R)-1-(2-chloro-phenyl)-ethyl ester. Starting materials: CC(C)CC(C[PH](=O)OCCc1ccc(N)cc1)C(=O)OCc1ccccc1, CC(=O)O, O=C1OC(=O)c2ccccc21. Yields the product CC(C)CC(C[PH](=O)OCCc1ccc(N2C(=O)c3ccccc3C2=O)cc1)C(=O)OCc1ccccc1. As a reaction SMILES: [CH2:1]([c:2]1[cH:3][cH:4][cH:5][cH:6][cH:7]1)[O:8][C:9]([CH:10]([CH2:11][CH:12]([CH3:13])[CH3:14])[CH2:15][PH:16](=[O:17])[O:18][CH2:19][CH2:20][c:21]1[cH:22][cH:23][c:24]([NH2:27])[cH:25][cH:26]1)=[O:28].[CH3:40][C:41](=[O:42])[OH:43].[O:29]=[C:30]1[O:31][C:32](=[O:33])[c:34]2[cH:35][cH:36][cH:37][cH:38][c:39]21>>[CH2:1]([c:2]1[cH:3][cH:4][cH:5][cH:6][cH:7]1)[O:8][C:9]([CH:10]([CH2:11][CH:12]([CH3:13])[CH3:14])[CH2:15][PH:16](=[O:17])[O:18][CH2:19][CH2:20][c:21]1[cH:22][cH:23][c:24]([N:27]2[C:30](=[O:29])[c:39]3[c:34]([cH:35][cH:36][cH:37][cH:38]3)[C:32]2=[O:31])[cH:25][cH:26]1)=[O:28]. The reactants are COC1=CC=C(C=C1)/C=C/C=O ((E)-3-(4-methoxyphenyl)acrylaldehyde), C(#N)CC(=O)N (2-cyanoacetamide), O=O (oxygen), CC(C)([O-])C.[K+] (potassium tert-butoxide). Solvent: CS(=O)C (DMSO), CS(=O)C (DMSO). Conditions: time 1 hour. The product is COC1=CC=C(C=C1)C1=C(C(NC=C1)=O)C#N (4-(4-methoxyphenyl)-2-oxo-1,2-dihydropyridine-3-carbonitrile). Yield: 35.8%. As a reaction SMILES: CC(C)([O-])C.[K+].[CH3:7][O:8][C:9]1[CH:14]=[CH:13][C:12](/[CH:15]=[CH:16]/[CH:17]=O)=[CH:11][CH:10]=1.[C:19]([CH2:21][C:22]([NH2:24])=[O:23])#[N:20].O=O>CS(C)=O>[CH3:7][O:8][C:9]1[CH:14]=[CH:13][C:12]([C:15]2[CH:16]=[CH:17][NH:24][C:22](=[O:23])[C:21]=2[C:19]#[N:20])=[CH:11][CH:10]=1 |f:0.1|. Procedure details: A mixture of potassium tert-butoxide (5.54 g, 49.3 mmol) in DMSO (20 mL) was added to a mixture of (E)-3-(4-methoxyphenyl)acrylaldehyde (2.0 g, 12.33 mmol) and 2-cyanoacetamide (1.140 g, 13.56 mmol) in DMSO (30 mL) dropwise under an oxygen balloon with a water bath cooling outside. After completion of addition, the mixture was stirred under oxygen for 1 h at room temperature, quenched with water (100 mL) and adjusted to pH 5-6 with careful addition of 1 N HCl. A brown precipitate was formed, col... Product: CCOC(=O)C1CCN(CCC2COc3ccccc3C2)CC1. As a reaction SMILES: [CH2:1]([CH3:2])[O:3][C:4](=[O:5])[CH2:6][CH2:7][CH2:8][N:9]([CH2:10][CH2:11][CH:12]1[CH2:13][O:14][c:15]2[cH:16][cH:17][cH:18][cH:19][c:20]2[CH2:21]1)[CH2:22][CH2:23][Br:24].[CH3:26][CH2:27][O-:28].[CH3:29][N:30]([CH3:31])[CH:32]=[O:33].[Na+:25]>>[CH2:1]([CH3:2])[O:3][C:4](=[O:5])[CH:6]1[CH2:7][CH2:8][N:9]([CH2:10][CH2:11][CH:12]2[CH2:13][O:14][c:15]3[cH:16][cH:17][cH:18][cH:19][c:20]3[CH2:21]2)[CH2:22][CH2:23]1. The reactants are CCOC(=O)CCCN(CCBr)CCC1COc2ccccc2C1, CC[O-], CN(C)C=O, [Na+].